The task is: describe an organic reaction: reactants, conditions, products, and yield. This data is from the Open Reaction Database (ORD), a public repository of structured organic reaction records. Starting materials: Brc1ccc2c(cnn2CCN2CCCC2)c1, O=C([O-])[O-], CNC1CCCCC1NC, CN1CCCC1=O, O=c1[nH]ccc2oc(-c3ccc(Cl)cc3)cc12, ClCCl, [Cs+], [Cs+], [Cu]I, O. The product is O=c1c2cc(-c3ccc(Cl)cc3)oc2ccn1-c1ccc2c(cnn2CCN2CCCC2)c1. Reaction SMILES: [Br:1][c:2]1[cH:3][c:4]2[cH:5][n:6][n:7]([CH2:11][CH2:12][N:13]3[CH2:14][CH2:15][CH2:16][CH2:17]3)[c:8]2[cH:9][cH:10]1.[C:35](=[O:36])([O-:37])[O-:38].[CH3:41][NH:42][CH:43]1[CH2:44][CH2:45][CH2:46][CH2:47][CH:48]1[NH:49][CH3:50].[CH3:51][N:52]1[CH2:53][CH2:54][CH2:55][C:56]1=[O:57].[Cl:18][c:19]1[cH:20][cH:21][c:22](-[c:25]2[cH:26][c:27]3[c:28](=[O:34])[nH:29][cH:30][cH:31][c:32]3[o:33]2)[cH:23][cH:24]1.[Cl:58][CH2:59][Cl:60].[Cs+:39].[Cs+:40].[Cu:62][I:63].[OH2:61]>>[c:2]1(-[n:29]2[c:28](=[O:34])[c:27]3[cH:26][c:25](-[c:22]4[cH:21][cH:20][c:19]([Cl:18])[cH:24][cH:23]4)[o:33][c:32]3[cH:31][cH:30]2)[cH:3][c:4]2[cH:5][n:6][n:7]([CH2:11][CH2:12][N:13]3[CH2:14][CH2:15][CH2:16][CH2:17]3)[c:8]2[cH:9][cH:10]1. Reported procedure: Further, in a 500 mL four-neck flask provided with a stirrer, a condenser, and a thermocouple, the compound (c) and 31 g of piperazine were added, followed by stirring at 130° C. for 6 hours. After cooling, 80 mL of dichloromethane was added, and an organic layer was washed three times with 70 mL of water. The organic layer was dried with anhydrous sodium sulfate and concentrated to produce 60.7 g of 2-methyl-1-(4-methylsulfanylphenyl)-2-piperazin-1-yl-propan-1-one (12). RXN SMILES: CO[C:3]1([C:8]2[CH:13]=[CH:12][C:11]([S:14][CH3:15])=[CH:10][CH:9]=2)[C:5]([CH3:7])([CH3:6])[O:4]1.[NH:16]1[CH2:21][CH2:20][NH:19][CH2:18][CH2:17]1>ClCCl>[CH3:6][C:5]([N:16]1[CH2:21][CH2:20][NH:19][CH2:18][CH2:17]1)([CH3:7])[C:3]([C:8]1[CH:13]=[CH:12][C:11]([S:14][CH3:15])=[CH:10][CH:9]=1)=[O:4]. Run in ClCCl (dichloromethane). Reaction conditions: temperature 130 celsius, time 6 hour. The reactants are COC1(OC1(C)C)C1=CC=C(C=C1)SC (2-methoxy-3,3-dimethyl-2-(4-methylsulfanylphenyl)-oxirane), N1CCNCC1 (piperazine). The product is CC(C(=O)C1=CC=C(C=C1)SC)(C)N1CCNCC1 (2-methyl-1-(4-methylsulfanylphenyl)-2-piperazin-1-yl-propan-1-one). Starting materials: CNC1=NC=C(C=C1)C=1SC2=C(N1)C=CC(=C2)OC (2-[2-(N-monomethyl)aminopyridin-5-yl]-6-methoxybenzothiazole), C([O-])(O)=O.[Na+] (sodium bicarbonate), Br(=O)(=O)O (bromic acid). Solvent: [bmim][BF4], O (water). Conditions: time 8 hour. Yields the product CNC1=NC=C(C=C1)C=1SC2=C(N1)C=CC(=C2)O (2-[2-(N-monomethyl)aminopyridin-5-yl]-6-hydroxybenzothiazole). Isolated yield 89.1%. Reaction SMILES: [CH3:1][NH:2][C:3]1[CH:8]=[CH:7][C:6]([C:9]2[S:10][C:11]3[CH:17]=[C:16]([O:18]C)[CH:15]=[CH:14][C:12]=3[N:13]=2)=[CH:5][N:4]=1.Br(O)(=O)=O.C(=O)(O)[O-].[Na+]>O>[CH3:1][NH:2][C:3]1[CH:8]=[CH:7][C:6]([C:9]2[S:10][C:11]3[CH:17]=[C:16]([OH:18])[CH:15]=[CH:14][C:12]=3[N:13]=2)=[CH:5][N:4]=1 |f:2.3|. Procedure: 2-[2-(N-Monomethyl)aminopyridin-5-yl]-6-methoxybenzothiazole (42, 650 mg, 2.40 mmol) obtained in step 3 was dissolved in [bmim][BF4] (13 mL) and, after adding bromic acid (48%, 2.4 mL), the reaction mixture was held at 130° C. overnight. After cooling to room temperature and adding water and sodium bicarbonate aqueous solution, the solid thus obtained was filtered and washed with water. After removing the solvent under reduced pressure, recrystallization from methanol and dichloromethane solvent...